Task: describe an organic reaction: reactants, conditions, products, and yield. Dataset: the Open Reaction Database (ORD), a public repository of structured organic reaction records Reactants: O (water), Cl[Si](C)(C)C(C)(C)C (Chloro-t-butyldimethylsilane), ClC=1C=C(OC=2C(=NN(C2C)CCO)C)C=C(C1)Cl (2-[4-(3,5-Dichlorophenoxy)-3,5-dimethyl-1H-pyrazol-1-yl]ethanol), N1C=NC=C1 (imidazole). The solvent is CN(C=O)C (N,N-dimethylformamide). Reaction conditions: time 2 day. Product: [Si](C)(C)(C(C)(C)C)OCCN1N=C(C(=C1C)OC1=CC(=CC(=C1)Cl)Cl)C (1-(2-{[tert-Butyl(dimethyl)silyl]oxy}ethyl)-4-(3,5-dichlorophenoxy)-3,5-dimethyl-1H-pyrazole). The yield is 100.0%. As a reaction SMILES: Cl[Si:2]([C:5]([CH3:8])([CH3:7])[CH3:6])([CH3:4])[CH3:3].[Cl:9][C:10]1[CH:11]=[C:12]([CH:24]=[C:25]([Cl:27])[CH:26]=1)[O:13][C:14]1[C:15]([CH3:23])=[N:16][N:17]([CH2:20][CH2:21][OH:22])[C:18]=1[CH3:19].N1C=CN=C1.O>CN(C)C=O>[Si:2]([O:22][CH2:21][CH2:20][N:17]1[C:18]([CH3:19])=[C:14]([O:13][C:12]2[CH:24]=[C:25]([Cl:27])[CH:26]=[C:10]([Cl:9])[CH:11]=2)[C:15]([CH3:23])=[N:16]1)([C:5]([CH3:8])([CH3:7])[CH3:6])([CH3:4])[CH3:3]. Procedure: Chloro-t-butyldimethylsilane (1.93 g, 12.8 mmol) was added in one portion to a stirred solution of the pyrazole of Example 1 (3.50 g, 11.6 mmol) and imidazole (1.03 g, 15.1 mmol) in N,N-dimethylformamide (23 ml) at room temperature under nitrogen. The reaction was stirred for 2 days and water (200 ml) was added. The aqueous phase was extracted with diethyl ether (3×200 ml) and the combined organic phases were washed with water (2×50 ml) and brine (2×50 ml), dried over magnesium sulphate, filtere... The reactants are C(C)(=O)SCC(C(=O)N[C@@H](CSC(NCC)=O)C(=O)O)CC(=O)OC (N-[3-(acetylthio)-2-(methoxycarbonylmethyl)propanoyl]-S-(N-ethylcarbamoyl)-L-cysteine), C[O-].[Na+] (sodium methoxide). Solvent: Cl (hydrochloric acid), CO (methanol). Run at time 30 minute. The product is SCC(C(=O)N[C@@H](CS)C(=O)O)CC(=O)OC (N-[3-mercapto-2-(methoxycarbonylmethyl)propanoyl]-L-cysteine). Reaction SMILES: C([S:4][CH2:5][CH:6]([CH2:21][C:22]([O:24][CH3:25])=[O:23])[C:7]([NH:9][C@H:10]([C:18]([OH:20])=[O:19])[CH2:11][S:12]C(=O)NCC)=[O:8])(=O)C.C[O-].[Na+]>CO.Cl>[SH:4][CH2:5][CH:6]([CH2:21][C:22]([O:24][CH3:25])=[O:23])[C:7]([NH:9][C@H:10]([C:18]([OH:20])=[O:19])[CH2:11][SH:12])=[O:8] |f:1.2|. Procedure details: To a solution of N-[3-(acetylthio)-2-(methoxycarbonylmethyl)propanoyl]-S-(N-ethylcarbamoyl)-L-cysteine (1.9 g.) in methanol (10 ml.), sodium methoxide (0.84 g.) is added. After 30 minutes, the solution is diluted with 0.1 N hydrochloric acid and extracted with ethyl acetate. The organic layer is dried and concentrated to dryness in vacuo to yield N-[3-mercapto-2-(methoxycarbonylmethyl)propanoyl]-L-cysteine.